This data is from the Open Reaction Database (ORD), a public repository of structured organic reaction records. The task is: describe an organic reaction: reactants, conditions, products, and yield Reactants: N1=CC=CC=C1 (pyridine), C(C1=CC=CC=C1)(C1=CC=CC=C1)(C1=CC=CC=C1)Cl (trityl chloride), CN(C=O)C (N,N-dimethylformamide), S1C=CC2=C1C=CC(=C2)CCOCCC(=O)N2CC(C2)O (3-[2-(1-benzothiophen-5-yl)ethoxy]-1-(3-hydroxy-1-azetidinyl)-1-propanone). Run at temperature 50 celsius, time 3 hour. Procedure: In 6.8 mL of toluene was dissolved 0.85 g of 3-[2-(1-benzothiophen-5-yl)ethoxy]-1-(3-hydroxy-1-azetidinyl)-1-propanone, and to the solution were added 0.34 mL of pyridine, 0.02 g of 4-(dimethylamino)-pyridine and 0.93 g of trityl chloride, after which the resulting mixture was stirred at 50° C. for 3 hours. To the mixture was added 0.85 mL of N,N-dimethylformamide, followed by stirring at 50° C. for another 24 hours. Water and ethyl acetate were added to the reaction mixture and the organic laye... The reagents and catalysts are CN(C1=CC=NC=C1)C (4-(dimethylamino)-pyridine). RXN SMILES: [S:1]1[C:5]2[CH:6]=[CH:7][C:8]([CH2:10][CH2:11][O:12][CH2:13][CH2:14][C:15]([N:17]3[CH2:20][CH:19]([OH:21])[CH2:18]3)=[O:16])=[CH:9][C:4]=2[CH:3]=[CH:2]1.N1C=CC=CC=1.[C:28](Cl)([C:41]1[CH:46]=[CH:45][CH:44]=[CH:43][CH:42]=1)([C:35]1[CH:40]=[CH:39][CH:38]=[CH:37][CH:36]=1)[C:29]1[CH:34]=[CH:33][CH:32]=[CH:31][CH:30]=1.CN(C)C=O>C1(C)C=CC=CC=1.CN(C)C1C=CN=CC=1.C(OCC)(=O)C.O>[S:1]1[C:5]2[CH:6]=[CH:7][C:8]([CH2:10][CH2:11][O:12][CH2:13][CH2:14][C:15]([N:17]3[CH2:20][CH:19]([O:21][C:28]([C:29]4[CH:34]=[CH:33][CH:32]=[CH:31][CH:30]=4)([C:41]4[CH:42]=[CH:43][CH:44]=[CH:45][CH:46]=4)[C:35]4[CH:36]=[CH:37][CH:38]=[CH:39][CH:40]=4)[CH2:18]3)=[O:16])=[CH:9][C:4]=2[CH:3]=[CH:2]1. Isolated yield 75.4%. Product: S1C=CC2=C1C=CC(=C2)CCOCCC(=O)N2CC(C2)OC(C2=CC=CC=C2)(C2=CC=CC=C2)C2=CC=CC=C2 (3-[2-(1-benzothiophen-5-yl)ethoxy]-1-[3-(trityloxy)-1-azetidinyl]-1-propanone). Solvent: C(C)(=O)OCC (ethyl acetate), O (Water), C1(=CC=CC=C1)C (toluene). As a reaction SMILES: [CH2:1]([CH2:2][CH2:3][CH3:4])[NH:5][CH2:6][CH2:7][S:8][CH2:9][CH:10]([CH2:11][C:12](=[O:13])[O:14][CH2:15][CH3:16])[C:17]([c:18]1[cH:19][n:20][cH:21][cH:22][cH:23]1)=[O:24].[CH:25]1([N:31]=[C:32]=[O:33])[CH2:26][CH2:27][CH2:28][CH2:29][CH2:30]1>>[CH2:1]([CH2:2][CH2:3][CH3:4])[N:5]([CH2:6][CH2:7][S:8][CH2:9][CH:10]([CH2:11][C:12](=[O:13])[O:14][CH2:15][CH3:16])[C:17]([c:18]1[cH:19][n:20][cH:21][cH:22][cH:23]1)=[O:24])[C:32]([NH:31][CH:25]1[CH2:26][CH2:27][CH2:28][CH2:29][CH2:30]1)=[O:33]. Reactants: CCCCNCCSCC(CC(=O)OCC)C(=O)c1cccnc1, O=C=NC1CCCCC1. Product: CCCCN(CCSCC(CC(=O)OCC)C(=O)c1cccnc1)C(=O)NC1CCCCC1. Reactants: C([O-])([O-])=O.[K+].[K+] (potassium carbonate), ClC1=CC=C(C(C2=CC=CC=C2)N2CCNCC2)C=C1 (1-(4-chlorobenzhydryl)piperazine), CC1=C(C(=CC(=C1)C)C)NC(CCl)=O (N-(2,4,6-trimethylphenyl)chloroacetamide), C(C)(=O)OCC (ethyl acetate). Solvent: CN(C=O)C (N,N-dimethylformamide). Reaction conditions: temperature 80 celsius, time 7.5 hour. The product is ClC1=CC=C(C(C2=CC=CC=C2)N2CCN(CC2)CC(NC2=C(C=C(C=C2C)C)C)=O)C=C1 (1-(4-chlorobenzhydryl)-4-(2,4,6-trimethylphenylcarbamoylmethyl)piperazine). Reaction SMILES: C(=O)([O-])[O-].[K+].[K+].[Cl:7][C:8]1[CH:26]=[CH:25][C:11]([CH:12]([N:19]2[CH2:24][CH2:23][NH:22][CH2:21][CH2:20]2)[C:13]2[CH:18]=[CH:17][CH:16]=[CH:15][CH:14]=2)=[CH:10][CH:9]=1.[CH3:27][C:28]1[CH:33]=[C:32]([CH3:34])[CH:31]=[C:30]([CH3:35])[C:29]=1[NH:36][C:37](=[O:40])[CH2:38]Cl.C(OCC)(=O)C>CN(C)C=O>[Cl:7][C:8]1[CH:9]=[CH:10][C:11]([CH:12]([N:19]2[CH2:20][CH2:21][N:22]([CH2:38][C:37](=[O:40])[NH:36][C:29]3[C:28]([CH3:27])=[CH:33][C:32]([CH3:34])=[CH:31][C:30]=3[CH3:35])[CH2:23][CH2:24]2)[C:13]2[CH:14]=[CH:15][CH:16]=[CH:17][CH:18]=2)=[CH:25][CH:26]=1 |f:0.1.2|. Procedure: 2 g of anhydrous potassium carbonate were added to a mixture of 192.6 mg of 1-(4-chlorobenzhydryl)piperazine and 142.7 mg of N-(2,4,6-trimethylphenyl)chloroacetamide dissolved in 20 ml of N,N-dimethylformamide, and the reaction mixture was stirred at 80° C. for 7.5 hours. At the end of this time, ethyl acetate was added to the mixture, and the organic layer was separated. The organic layer was washed three times with water, and then the solvent was evaporated off under reduced pressure. The resi... Reactants: C(=O)([O-])[O-].[K+].[K+] (K2CO3), C(#N)C1=CC=C(OC2=C(C(=O)NC3CCNCC3)C=CC(=N2)OC2=CC=C(C=C2)C#N)C=C1 (2,6-bis-(4-cyano phenoxy)-N-piperidine-4-yl nicotinamide), C(C)(C)N(C(C)C)CC (N,N-diisopropylethylamine), C(C)(C)(C)OC(NCCCBr)=O ((3-bromo-propyl)-carbamic acid tert-butyl ester). The solvent is CN(C)C=O (DMF), CN(C)C=O (DMF). Reaction conditions: temperature 45 celsius. Yields the product C(C)(C)(C)OC(NCCCN1CCC(CC1)NC(=O)C=1C(=NC(=CC1)OC1=CC=C(C=C1)C#N)OC1=CC=C(C=C1)C#N)=O ([3-(4-{[2,6-bis-(4-cyano-phenoxy)pyridine-3-carbonyl]amino}piperidine-1-yl) propyl]carbamic Acid Tert-butyl Ester). The yield is 88.7%. Reaction SMILES: C([O-])([O-])=O.[K+].[K+].C(N(CC)C(C)C)(C)C.[C:16]([O:20][C:21](=[O:27])[NH:22][CH2:23][CH2:24][CH2:25]Br)([CH3:19])([CH3:18])[CH3:17].[C:28]([C:30]1[CH:60]=[CH:59][C:33]([O:34][C:35]2[N:49]=[C:48]([O:50][C:51]3[CH:56]=[CH:55][C:54]([C:57]#[N:58])=[CH:53][CH:52]=3)[CH:47]=[CH:46][C:36]=2[C:37]([NH:39][CH:40]2[CH2:45][CH2:44][NH:43][CH2:42][CH2:41]2)=[O:38])=[CH:32][CH:31]=1)#[N:29]>CN(C=O)C>[C:16]([O:20][C:21](=[O:27])[NH:22][CH2:23][CH2:24][CH2:25][N:43]1[CH2:44][CH2:45][CH:40]([NH:39][C:37]([C:36]2[C:35]([O:34][C:33]3[CH:32]=[CH:31][C:30]([C:28]#[N:29])=[CH:60][CH:59]=3)=[N:49][C:48]([O:50][C:51]3[CH:56]=[CH:55][C:54]([C:57]#[N:58])=[CH:53][CH:52]=3)=[CH:47][CH:46]=2)=[O:38])[CH2:41][CH2:42]1)([CH3:19])([CH3:18])[CH3:17] |f:0.1.2|. Procedure: 0.117 g (0.85 mmol) of K2CO3 and N,N-diisopropylethylamine 0.072 g (0.56 mmol) followed by 0.201 g (0.85 mmol) of (3-bromo-propyl)-carbamic acid tert-butyl ester, dissolved in 5 ml of DMF, were added to a stirred solution of 0.373 g (0.85 mmol) of 2,6-bis-(4-cyano phenoxy)-N-piperidine-4-yl nicotinamide, dissolved in 5 ml of DMF over a period of 15 min at 20° C. Reaction mixture was allowed to attain RT and heated to 45° C. for 2 h. The reaction mixture was concentrated under reduced pressure to... The reactants are ClC1=CC=C(C(=O)C=2N3CCC(C3=CC2)=O)C=C1 (5-(4-chlorobenzoyl)-1, 2-dihydro-1-pyrrolizinone), C=O (paraformaldehyde), [Cl-].CNC (dimethylamine chloride). Solvent: C1=CC=CC=C1 (benzene). Run at time 10 hour. Yields the product CN(C)CC1C(C2=CC=C(N2C1)C(C1=CC=C(C=C1)Cl)=O)=O (2-dimethylaminomethyl-5-(4-chlorobezoyl)-1, 2-dihydro-1-pyrrolizinone). The yield is 113.1%. As a reaction SMILES: [Cl:1][C:2]1[CH:18]=[CH:17][C:5]([C:6]([C:8]2[N:9]3[C:13](=[CH:14][CH:15]=2)[C:12](=[O:16])[CH2:11][CH2:10]3)=[O:7])=[CH:4][CH:3]=1.[CH2:19]=O.[Cl-].[CH3:22][NH:23][CH3:24]>C1C=CC=CC=1>[CH3:22][N:23]([CH2:19][CH:11]1[CH2:10][N:9]2[C:13](=[CH:14][CH:15]=[C:8]2[C:6](=[O:7])[C:5]2[CH:4]=[CH:3][C:2]([Cl:1])=[CH:18][CH:17]=2)[C:12]1=[O:16])[CH3:24] |f:2.3|. Procedure details: A mixture of 10 g compound (3), paraformaldehyde 1.6 g and dimethylamine chloride 4 g in 400 ml benzene was refluxed with stirring for 10 hours. After cooling to room temperature, the mixture was filtered by suction, a solid was obtained. The solid obtained was recrystallized from absolute ethanol, and 13.8 g of (4) was obtained as a white powder, mp 182°-183° C., yield 84%. Reactants: FC1=C2C(=C(C(=NC2=CC(=C1)F)N1CCN(CC1)C(=O)OC(C)(C)C)C)NC=1C=NC=C(C1)N1CCOCC1 (tert-butyl 4-(5,7-difluoro-3-methyl-4-(5-morpholinopyridin-3-ylamino)-quinolin-2-yl)piperazine-1-carboxylate), C(=O)(C(F)(F)F)O (TFA), C([O-])(O)=O.[Na+] (sodium bicarbonate), FC(C(=O)O)(F)F (trifluoroacetic acid). Solvent: C(Cl)Cl (DCM). Conditions: temperature 0 celsius. Product: FC1=C2C(=C(C(=NC2=CC(=C1)F)N1CCNCC1)C)NC=1C=NC=C(C1)N1CCOCC1 (5,7-difluoro-3-methyl-N-(5-morpholinopyridin-3-yl)-2-(piperazin-1-yl)quinolin-4-amine). As a reaction SMILES: [F:1][C:2]1[CH:11]=[C:10]([F:12])[CH:9]=[C:8]2[C:3]=1[C:4]([NH:27][C:28]1[CH:29]=[N:30][CH:31]=[C:32]([N:34]3[CH2:39][CH2:38][O:37][CH2:36][CH2:35]3)[CH:33]=1)=[C:5]([CH3:26])[C:6]([N:13]1[CH2:18][CH2:17][N:16](C(OC(C)(C)C)=O)[CH2:15][CH2:14]1)=[N:7]2.FC(F)(F)C(O)=O.C(=O)(O)[O-].[Na+]>C(Cl)Cl>[F:1][C:2]1[CH:11]=[C:10]([F:12])[CH:9]=[C:8]2[C:3]=1[C:4]([NH:27][C:28]1[CH:29]=[N:30][CH:31]=[C:32]([N:34]3[CH2:39][CH2:38][O:37][CH2:36][CH2:35]3)[CH:33]=1)=[C:5]([CH3:26])[C:6]([N:13]1[CH2:14][CH2:15][NH:16][CH2:17][CH2:18]1)=[N:7]2 |f:2.3|. Procedure: The tert-butyl 4-(5,7-difluoro-3-methyl-4-(5-morpholinopyridin-3-ylamino)-quinolin-2-yl)piperazine-1-carboxylate (32 mg, 0.059 mmol) was dissolved in DCM (1.0 mL) and cooled to 0° C. The trifluoroacetic acid (1.00 mL, 13.0 mmol) was then added and the reaction mixture was allowed to slowly warm to rt over a period of 1 h. The reaction was then cond to dryness. The crude TFA salt was treated with satd sodium bicarbonate solution. The organic layer was dried over sodium sulfate and the filtrate wa...